Dataset: the Open Reaction Database (ORD), a public repository of structured organic reaction records. Task: describe an organic reaction: reactants, conditions, products, and yield The reactants are OC[C@@H]1N(C(CC1)=O)C1=CC(=C(C=C1)/C=C/S(=O)(=O)N1CCC2(C(NC(=N2)C2=CC(=CC=C2)C(F)(F)F)=O)CC1)C (8-{(E)-2-[4-((R)-2-Hydroxymethyl-5-oxo-pyrrolidin-1-yl)-2-methyl-phenyl]-ethenesulfonyl}-2-(3-trifluoromethyl-phenyl)-1,3,8-triaza-spiro[4.5]dec-1-en-4-one), [H][H] (hydrogen). Reagents/catalysts: [Pd] (Pd/C). Solvent: CCO.CN(C)C=O (EtOH DMF). Yields the product OC[C@@H]1N(C(CC1)=O)C1=CC(=C(C=C1)CCS(=O)(=O)N1CCC2(C(NC(=N2)C2=CC(=CC=C2)C(F)(F)F)=O)CC1)C (8-{2-[4-((R)-2-hydroxymethyl-5-oxo-pyrrolidin-1-yl)-2-methyl-phenyl]-ethanesulfonyl}-2-(3-trifluoromethyl-phenyl)-1,3,8-triaza-spiro[4.5]dec-1-en-4-one). Isolated yield 45.1%. As a reaction SMILES: [OH:1][CH2:2][C@H:3]1[CH2:7][CH2:6][C:5](=[O:8])[N:4]1[C:9]1[CH:14]=[CH:13][C:12](/[CH:15]=[CH:16]/[S:17]([N:20]2[CH2:40][CH2:39][C:23]3([N:27]=[C:26]([C:28]4[CH:33]=[CH:32][CH:31]=[C:30]([C:34]([F:37])([F:36])[F:35])[CH:29]=4)[NH:25][C:24]3=[O:38])[CH2:22][CH2:21]2)(=[O:19])=[O:18])=[C:11]([CH3:41])[CH:10]=1.[H][H]>CCO.CN(C=O)C.[Pd]>[OH:1][CH2:2][C@H:3]1[CH2:7][CH2:6][C:5](=[O:8])[N:4]1[C:9]1[CH:14]=[CH:13][C:12]([CH2:15][CH2:16][S:17]([N:20]2[CH2:21][CH2:22][C:23]3([N:27]=[C:26]([C:28]4[CH:33]=[CH:32][CH:31]=[C:30]([C:34]([F:36])([F:35])[F:37])[CH:29]=4)[NH:25][C:24]3=[O:38])[CH2:39][CH2:40]2)(=[O:19])=[O:18])=[C:11]([CH3:41])[CH:10]=1 |f:2.3|. Procedure: 8-{(E)-2-[4-((R)-2-Hydroxymethyl-5-oxo-pyrrolidin-1-yl)-2-methyl-phenyl]-ethenesulfonyl}-2-(3-trifluoromethyl-phenyl)-1,3,8-triaza-spiro[4.5]dec-1-en-4-one (28.5 mg, 48.3 μmol) was dissolved in EtOH/DMF 4:1 (concentration 10 mg/ml). The mixture was allowed to pass through 10% Pd/C (CatCart™) at a flow rate of 2 ml/min under the conditions of 30 bar and 40° C. in a hydrogen atmosphere, and was subjected to hydrogenation reaction. The resulting reaction solution was concentrated under reduced pres...